This data is from the Open Reaction Database (ORD), a public repository of structured organic reaction records. The task is: describe an organic reaction: reactants, conditions, products, and yield Reactants: FC=1C=C(CNC(=O)C=2N=C(SC2)Cl)C=C(C1NS(=O)(=O)C)F (2-Chloro-thiazole-4-carboxylic acid 3,5-difluoro-4-methanesulfonylamino-benzylamide), C(=O)([O-])[O-].[K+].[K+] (K2CO3), FC(C=1C=C(C=CC1)O)(F)F (3-trifluoromethylphenol). Product: FC=1C=C(CNC(=O)C=2N=C(SC2)OC2=CC=C(C=C2)C(F)(F)F)C=C(C1NS(=O)(=O)C)F (2-(4-Trifluoromethyl-phenoxy)-thiazole-4-carboxylic acid 3,5-difluoro-4-methanesulfonylamino-benzylamide). The yield is 51.7%. RXN SMILES: [F:1][C:2]1[CH:3]=[C:4]([CH:15]=[C:16]([F:23])[C:17]=1[NH:18][S:19]([CH3:22])(=[O:21])=[O:20])[CH2:5][NH:6][C:7]([C:9]1[N:10]=[C:11](Cl)[S:12][CH:13]=1)=[O:8].[C:24]([O-:27])([O-])=O.[K+].[K+].[F:30][C:31]([F:40])([F:39])[C:32]1[CH:33]=[C:34](O)C=[CH:36][CH:37]=1>>[F:1][C:2]1[CH:3]=[C:4]([CH:15]=[C:16]([F:23])[C:17]=1[NH:18][S:19]([CH3:22])(=[O:21])=[O:20])[CH2:5][NH:6][C:7]([C:9]1[N:10]=[C:11]([O:27][C:24]2[CH:34]=[CH:33][C:32]([C:31]([F:40])([F:39])[F:30])=[CH:37][CH:36]=2)[S:12][CH:13]=1)=[O:8] |f:1.2.3|. Procedure: 2-Chloro-thiazole-4-carboxylic acid 3,5-difluoro-4-methanesulfonylamino-benzylamide (62 mg, 0.16 mmol), anhyd. K2CO3 (49 mg, 0.20 mmol) was reacted with 3-trifluoromethylphenol (40 μl, 0.19 mmol) as described above to give the title compound (42 mg, 51%) after purification by column chromatography (Hex/EtOAc=3:2) Reactants: ClC1=CC=C(C=C1)C1=NC(=NC(=N1)C1=C(C=C(C=C1)O)O)C1=C(C=C(C=C1)O)O (6-(p-chlorophenyl)-2,4-bis-(2,4-dihydroxyphenyl)-s-triazine), C(CCCCCCCC)OCC1CO1 (glycidyl nonyl ether), [I-].C1(=CC=CC=C1)C(C[PH3+])(C1=CC=CC=C1)C1=CC=CC=C1 (triphenylethylphosphonium iodide). Run in C1(=CC(=CC(=C1)C)C)C (mesitylene). The product is ClC1=CC=C(C=C1)C1=NC(=NC(=N1)C1=C(C=C(C=C1)OCC(COCCCCCCCCC)O)O)C1=C(C=C(C=C1)OCC(COCCCCCCCCC)O)O (6-(p-Chlorophenyl)-2,4-bis-[2-hydroxy-4-(2-hydroxy-3-nonyloxypropoxy)phenyl]-s-triazine). RXN SMILES: [Cl:1][C:2]1[CH:7]=[CH:6][C:5]([C:8]2[N:13]=[C:12]([C:14]3[CH:19]=[CH:18][C:17]([OH:20])=[CH:16][C:15]=3[OH:21])[N:11]=[C:10]([C:22]3[CH:27]=[CH:26][C:25]([OH:28])=[CH:24][C:23]=3[OH:29])[N:9]=2)=[CH:4][CH:3]=1.[CH2:30]([O:39][CH2:40][CH:41]1[O:43][CH2:42]1)[CH2:31][CH2:32][CH2:33][CH2:34][CH2:35][CH2:36][CH2:37][CH3:38].[I-].C1([C:51]([C:60]2[CH:65]=[CH:64][CH:63]=[CH:62][CH:61]=2)([C:54]2[CH:59]=CC=CC=2)C[PH3+])C=CC=CC=1>C1(C)C=C(C)C=C(C)C=1>[Cl:1][C:2]1[CH:3]=[CH:4][C:5]([C:8]2[N:9]=[C:10]([C:22]3[CH:27]=[CH:26][C:25]([O:28][CH2:42][CH:41]([OH:43])[CH2:40][O:39][CH2:61][CH2:62][CH2:63][CH2:64][CH2:65][CH2:60][CH2:51][CH2:54][CH3:59])=[CH:24][C:23]=3[OH:29])[N:11]=[C:12]([C:14]3[CH:19]=[CH:18][C:17]([O:20][CH2:42][CH:41]([OH:43])[CH2:40][O:39][CH2:30][CH2:31][CH2:32][CH2:33][CH2:34][CH2:35][CH2:36][CH2:37][CH3:38])=[CH:16][C:15]=3[OH:21])[N:13]=2)=[CH:6][CH:7]=1 |f:2.3|. Procedure details: Following the general procedure of Example 1, 5.0 g (0.015 mol) of 6-(p-chlorophenyl)-2,4-bis-(2,4-dihydroxyphenyl)-s-triazine, 8.0 g (0.036 mol) of glycidyl nonyl ether, 300 mg of triphenylethylphosphonium iodide and 10 mL of mesitylene are reacted at 175° C. for 3.25 hours. The product is worked up by the procedure given in Example 1 to afford 5.6 g (51%) yield of the title compound as a yellow solid. Starting materials: CN1CCc2cccc3c4c(n(c23)CC1)CCCC4, CC(Cl)OC(=O)Cl, CC(Cl)Cl. Yields the product c1cc2c3c(c1)c1c(n3CCNCC2)CCCC1. As a reaction SMILES: [CH3:1][N:2]1[CH2:3][CH2:4][n:5]2[c:6]3[c:7]([cH:8][cH:9][cH:10][c:11]3[c:12]3[c:17]2[CH2:16][CH2:15][CH2:14][CH2:13]3)[CH2:18][CH2:19]1.[Cl:20][C:21]([O:22][CH:23]([Cl:24])[CH3:25])=[O:26].[Cl:27][CH:28]([Cl:29])[CH3:30]>>[NH:2]1[CH2:3][CH2:4][n:5]2[c:6]3[c:7]([cH:8][cH:9][cH:10][c:11]3[c:12]3[c:17]2[CH2:16][CH2:15][CH2:14][CH2:13]3)[CH2:18][CH2:19]1. Starting materials: O[C@@H]1[C@]2(C)[C@@H](CC1)[C@@H]1CC[C@H]3CC(C[C@@H]([C@]3(CO)[C@H]1CC2)C)=O (17β,19-dihydroxy-1α-methyl-5α-androstan-3-one), C[Si](Cl)(C)C (trimethylchlorosilane), N1=CC=CC=C1 (pyridine). Run in C1=CC=CC=C1 (benzene). Product: C[C@H]1CC(C[C@@H]2CC[C@H]3[C@@H]4CC[C@@H]([C@@]4(C)CC[C@@H]3[C@@]12CO[Si](C)(C)C)O[Si](C)(C)C)=O (1α-methyl-17β,19-di(trimethylsiloxy)-5α-androstan-3-one). As a reaction SMILES: [OH:1][C@H:2]1[CH2:7][CH2:6][C@H:5]2[C@H:8]3[C@H:19]([CH2:20][CH2:21][C@:3]12[CH3:4])[C@:16]1([CH2:17][OH:18])[C@H:11]([CH2:12][C:13](=[O:23])[CH2:14][C@@H:15]1[CH3:22])[CH2:10][CH2:9]3.[CH3:24][Si:25]([CH3:28])([CH3:27])Cl.N1C=CC=CC=1>C1C=CC=CC=1>[CH3:22][C@@H:15]1[C@@:16]2([CH2:17][O:18][Si:25]([CH3:28])([CH3:27])[CH3:24])[C@@H:11]([CH2:10][CH2:9][C@@H:8]3[C@@H:19]2[CH2:20][CH2:21][C@@:3]2([CH3:4])[C@H:5]3[CH2:6][CH2:7][C@@H:2]2[O:1][Si:25]([CH3:28])([CH3:27])[CH3:24])[CH2:12][C:13](=[O:23])[CH2:14]1. Procedure details: A mixture of 17β,19-dihydroxy-1α-methyl-5α-androstan-3-one, trimethylchlorosilane and pyridine in benzene is heated to its reflux temperature for a period of about 14 hours. The reaction mixture is vacuum filtered, the organic layer is washed with water, dried over magnesium sulfate and concentrated in vacuum. Crystallization of the residue from hexane yields 1α-methyl-17β,19-di(trimethylsiloxy)-5α-androstan-3-one. The reactants are O (water), C[O-].[Na+].CO (sodium methoxide methanol), BrCCCCl (1-bromo-3-chloropropane), ClC=1C=CC(=NC1)S (5-Chloropyridine-2-thiol). The solvent is CO (methanol). Reaction conditions: temperature 60 celsius, time 1.5 hour. The product is ClC=1C=CC(=NC1)SCCCCl (5-Chloro-2-[(3-chloropropyl)thio]pyridine). Yield: 92.8%. As a reaction SMILES: [Cl:1][C:2]1[CH:3]=[CH:4][C:5]([SH:8])=[N:6][CH:7]=1.C[O-].[Na+].CO.Br[CH2:15][CH2:16][CH2:17][Cl:18].O>CO>[Cl:1][C:2]1[CH:3]=[CH:4][C:5]([S:8][CH2:15][CH2:16][CH2:17][Cl:18])=[N:6][CH:7]=1 |f:1.2.3|. Procedure: 5-Chloropyridine-2-thiol (600 mg, 4.12 mmol) synthesized in Example (119a) was dissolved in methanol (15 mL), and 28% sodium methoxide/methanol solution (0.95 mL, 4.94 mmol) and 1-bromo-3-chloropropane (0.61 mL, 6.18 mmol) were added, followed by stirring at 60° C. for 1.5 hours. The reaction solution was cooled to room temperature, water (40 mL) was added, and extraction was carried out twice with ethyl acetate (40 mL). The organic layer was washed with saturated brine, and subsequently dried o... The reactants are ClC(C#N)(Cl)Cl (trichloroacetonitrile), C1(=CC=CC=C1)P(C1=CC=CC=C1)C1=CC=CC=C1 (triphenylphosphine), C(CC(O)(C(=O)O)CC(=O)O)(=O)O (citric acid), C(C)(C)(C)OC(=O)NC12CCC(CC1)(CC2)C(=O)O (4-tert-Butoxycarbonylaminobicyclo[2.2.2]octane-1-carboxylic acid), ClC1=CC=C(NC)C=C1 (4-chloro-N-methylaniline). Solvent: ClCCl (dichloromethane), ClCCl (dichloromethane), C(C)N(CC)CC (triethylamine). Run at time 2 hour. Product: C(C)(C)(C)OC(=O)NC12CCC(CC1)(CC2)C(=O)N(C)C2=CC=C(C=C2)Cl (4-tert-butoxycarbonylamino-N-(4-chlorophenyl)-N-methylbicyclo[2.2.2]octane-1-carboxamide). As a reaction SMILES: [C:1]([O:5][C:6]([NH:8][C:9]12[CH2:16][CH2:15][C:12]([C:17]([OH:19])=O)([CH2:13][CH2:14]1)[CH2:11][CH2:10]2)=[O:7])([CH3:4])([CH3:3])[CH3:2].ClC(Cl)(Cl)C#N.C1(P(C2C=CC=CC=2)C2C=CC=CC=2)C=CC=CC=1.[Cl:45][C:46]1[CH:53]=[CH:52][C:49]([NH:50][CH3:51])=[CH:48][CH:47]=1.C(O)(=O)CC(CC(O)=O)(C(O)=O)O>ClCCl.C(N(CC)CC)C>[C:1]([O:5][C:6]([NH:8][C:9]12[CH2:16][CH2:15][C:12]([C:17]([N:50]([C:49]3[CH:52]=[CH:53][C:46]([Cl:45])=[CH:47][CH:48]=3)[CH3:51])=[O:19])([CH2:13][CH2:14]1)[CH2:11][CH2:10]2)=[O:7])([CH3:3])([CH3:2])[CH3:4]. Reported procedure: 4-tert-Butoxycarbonylaminobicyclo[2.2.2]octane-1-carboxylic acid (101 mg) was dissolved in dichloromethane (2 mL). To this solution, trichloroacetonitrile (74.0 μL) and triphenylphosphine (196 mg) in dichloromethane (1.5 mL) were sequentially added and the mixture was stirred at room temperature for 2 hours. This was followed by addition of triethylamine (0.18 mL) and 4-chloro-N-methylaniline (98.6 μL) and stirring at room temperature for additional 5.5 hours. The reaction mixture was then poure... The reactants are CCCCCC, O=Cc1ccccc1, C[Si](C)(C)C(F)(F)F, O. The product is OC(c1ccccc1)C(F)(F)F. Reaction SMILES: [CH3:18][CH2:19][CH2:20][CH2:21][CH2:22][CH3:23].[CH:1](=[O:2])[c:3]1[cH:4][cH:5][cH:6][cH:7][cH:8]1.[F:9][C:10]([F:11])([F:12])[Si:13]([CH3:14])([CH3:15])[CH3:16].[OH2:17]>>[CH:1]([OH:2])([c:3]1[cH:4][cH:5][cH:6][cH:7][cH:8]1)[C:10]([F:9])([F:11])[F:12].